This data is from the Open Reaction Database (ORD), a public repository of structured organic reaction records. The task is: describe an organic reaction: reactants, conditions, products, and yield The reactants are C(C)(C)(C)C1=CC=C(C=C1)S(=O)(=O)Cl (4-t-butylbenzenesulfonyl chloride), CC1=NN(C(=C1)N)C1=NC=NC2=CC=CC=C12 (3-methyl-1-(quinazolin-4-yl)-1H-pyrazol-5-amine), ClCCl (dichloromethane). Run in N1=CC=CC=C1 (pyridine). Reaction conditions: temperature 80 celsius. Product: C(C)(C)(C)C1=CC=C(C=C1)S(=O)(=O)NC1=CC(=NN1C1=NC=NC2=CC=CC=C12)C (4-t-butyl-N-(3-methyl-1-(quinazolin-4-yl)-1H-pyrazol-5-yl)benzenesulfonamide). Isolated yield 23.7%. As a reaction SMILES: [C:1]([C:5]1[CH:10]=[CH:9][C:8]([S:11](Cl)(=[O:13])=[O:12])=[CH:7][CH:6]=1)([CH3:4])([CH3:3])[CH3:2].[CH3:15][C:16]1[CH:20]=[C:19]([NH2:21])[N:18]([C:22]2[C:31]3[C:26](=[CH:27][CH:28]=[CH:29][CH:30]=3)[N:25]=[CH:24][N:23]=2)[N:17]=1.ClCCl>N1C=CC=CC=1>[C:1]([C:5]1[CH:10]=[CH:9][C:8]([S:11]([NH:21][C:19]2[N:18]([C:22]3[C:31]4[C:26](=[CH:27][CH:28]=[CH:29][CH:30]=4)[N:25]=[CH:24][N:23]=3)[N:17]=[C:16]([CH3:15])[CH:20]=2)(=[O:13])=[O:12])=[CH:7][CH:6]=1)([CH3:4])([CH3:3])[CH3:2]. Procedure details: To a mixture of 4-t-butylbenzenesulfonyl chloride (0.084 g, 0.36 mmol) and 3-methyl-1-(quinazolin-4-yl)-1H-pyrazol-5-amine (0.067 g, 0.30 mmol) in pyridine (0.6 mL) was heated at 80° C. for 15 h with stirring. After cooling to room temperature, dichloromethane was added to the reaction mixture and washed with 1 M aqueous sodium hydrogen sulfate (1 mL). The aqueous layer was further extracted with dichloromethane (2×5 mL), and the combined organic layers were dried (Na2SO4), filtered, and concent... Starting materials: C(C)(C)(C)OC(=O)N1CC2=CC=CC(=C2CC1)C(N1CCOCC1)=N (5-(imino-morpholin-4-yl-methyl)-3,4-dihydro-1H-isoquinoline-2-carboxylic acid tert-butyl ester). Run in FC(C(=O)O)(F)F (trifluoroacetic acid), ClCCl (dichloromethane). Run at time 18 hour. The product is N=C(C1=C2CCNCC2=CC=C1)N1CCOCC1 (5-(imino-morpholin-4-yl-methyl)-3,4-dihydro-1H-isoquinoline). Yield: 105.7%. As a reaction SMILES: C(OC([N:8]1[CH2:17][CH2:16][C:15]2[C:10](=[CH:11][CH:12]=[CH:13][C:14]=2[C:18](=[NH:25])[N:19]2[CH2:24][CH2:23][O:22][CH2:21][CH2:20]2)[CH2:9]1)=O)(C)(C)C>FC(F)(F)C(O)=O.ClCCl>[NH:25]=[C:18]([N:19]1[CH2:20][CH2:21][O:22][CH2:23][CH2:24]1)[C:14]1[CH:13]=[CH:12][CH:11]=[C:10]2[C:15]=1[CH2:16][CH2:17][NH:8][CH2:9]2. Procedure: 5-(Imino-morpholin-4-yl-methyl)-3,4-dihydro-1H-isoquinoline-2-carboxylic acid tert-butyl ester 27a (0.24 g, 0.69 mmol) was dissolved to room temperature in 10 mL of 10% trifluoroacetic acid in dichloromethane and stirred to room temperature for 18 h. The volatiles were evaporated, the residue was suspended in toluene and evaporated again. The residue was purified by flash chromatography eluting with 7% methanol in dichloromethane containing 0.7% of ammonium hydroxide to yield 0.179 g of 5-(imino... The reactants are FC(COCCOCCOCCOCCOCCOCCOCC1=CC=CC=C1)(F)F (22,22,22-Trifluoro-1-phenyl-2,5,8,11,14,17,20-heptaoxadocosane), C(C)(=O)O (acetic acid). The reagents and catalysts are [Pd] (palladium on carbon). Run in C(C)O (ethanol). The product is FC(COCCOCCOCCOCCOCCOCCO)(F)F (20,20,20-Trifluoro-3,6,9,12,15,18-hexaoxaicosan-1-ol). The yield is 85.8%. As a reaction SMILES: [F:1][C:2]([F:31])([F:30])[CH2:3][O:4][CH2:5][CH2:6][O:7][CH2:8][CH2:9][O:10][CH2:11][CH2:12][O:13][CH2:14][CH2:15][O:16][CH2:17][CH2:18][O:19][CH2:20][CH2:21][O:22]CC1C=CC=CC=1.C(O)(=O)C>[Pd].C(O)C>[F:1][C:2]([F:30])([F:31])[CH2:3][O:4][CH2:5][CH2:6][O:7][CH2:8][CH2:9][O:10][CH2:11][CH2:12][O:13][CH2:14][CH2:15][O:16][CH2:17][CH2:18][O:19][CH2:20][CH2:21][OH:22]. Procedure details: A stirred solution of the product of step (c) (16 g) and 10% palladium on carbon (1 g) in 1:1 acetic acid:ethanol (150 ml) was placed under an atmosphere of hydrogen at 20° C. for 24 hours. The reaction mixture was filtered through a pad of celite and the solvent removed in vacuo to give the title compound (11 g). Reported procedure: 5-(3-Bromo-4-fluorophenyl)-3-(4-methoxyphenyl)-[1,2,4]triazine (from Example 9 below) (150 mg, 0.42 mmol) was coupled to 3-fluoro-4-tributylstannylpyridine (170 mg, 0.43 mmol) using the method of Example 6 to give 5-[4-fluoro-3-(3-fluoro-pyridin-4-yl)phenyl]-3-(4-methoxyphenyl)-[1,2,4]triazine, crystallised from hot toluene (70 mg): δH (400 MHz, d6-DMSO) 3.88 (3H, s), 7.16 (2H, d, J 8.9 Hz), 7.69-7.77 (2H, m), 8.53 (2H, d, J 8.9 Hz), 8.63-8.67 (3H, m), 8.79 (1H, m), 10.05 (1H, s); m/z (ES+) 377. The reactants are BrC=1C=C(C=CC1F)C=1N=C(N=NC1)C1=CC=C(C=C1)OC (5-(3-Bromo-4-fluorophenyl)-3-(4-methoxyphenyl)-[1,2,4]triazine), FC=1C=NC=CC1[Sn](CCCC)(CCCC)CCCC (3-fluoro-4-tributylstannylpyridine). As a reaction SMILES: Br[C:2]1[CH:3]=[C:4]([C:9]2[N:10]=[C:11]([C:15]3[CH:20]=[CH:19][C:18]([O:21][CH3:22])=[CH:17][CH:16]=3)[N:12]=[N:13][CH:14]=2)[CH:5]=[CH:6][C:7]=1[F:8].[F:23][C:24]1[CH:25]=[N:26][CH:27]=[CH:28][C:29]=1[Sn](CCCC)(CCCC)CCCC>>[F:8][C:7]1[CH:6]=[CH:5][C:4]([C:9]2[N:10]=[C:11]([C:15]3[CH:20]=[CH:19][C:18]([O:21][CH3:22])=[CH:17][CH:16]=3)[N:12]=[N:13][CH:14]=2)=[CH:3][C:2]=1[C:29]1[CH:28]=[CH:27][N:26]=[CH:25][C:24]=1[F:23]. Product: FC1=C(C=C(C=C1)C=1N=C(N=NC1)C1=CC=C(C=C1)OC)C1=C(C=NC=C1)F (5-[4-fluoro-3-(3-fluoro-pyridin-4-yl)phenyl]-3-(4-methoxyphenyl)-[1,2,4]triazine). Reactants: [Li]c1ccccc1, C1=C(c2ccccc2)C=C2c3ccsc3CCC12, C1=C(c2ccccc2)CC2=C1CCc1sccc12, O=C1CCCc2sccc21. The product is O=C1C=C2c3ccsc3CCC2C1. Reaction SMILES: [Li:11][c:12]1[cH:13][cH:14][cH:15][cH:16][cH:17]1.[c:18]1([C:24]2=[CH:25][CH:26]3[CH2:27][CH2:28][c:29]4[s:30][cH:31][cH:32][c:33]4[C:34]3=[CH:35]2)[cH:19][cH:20][cH:21][cH:22][cH:23]1.[c:36]1([C:37]2=[CH:48][C:47]3=[C:39]([CH2:38]2)[c:40]2[cH:41][cH:42][s:43][c:44]2[CH2:45][CH2:46]3)[cH:49][cH:50][cH:51][cH:52][cH:53]1.[s:1]1[c:2]2[c:7]([cH:8][cH:9]1)[C:6](=[O:10])[CH2:5][CH2:4][CH2:3]2>>[O:10]=[C:24]1[CH2:25][CH:26]2[CH2:27][CH2:28][c:29]3[s:30][cH:31][cH:32][c:33]3[C:34]2=[CH:35]1. Reactants: C(C1=CC=CC=C1)OCCC1CCN(CC1)C=1C=NC=C(C1)OC[C@H]1N(CC1)C(=O)OC(C)(C)C (3-[4-[2-(benzyloxy)ethyl]-1-piperidinyl]-5-[[1-(tert-butoxycarbonyl)-2(S)-azetidinyl]methoxy]pyridine), CCOCC (Et2O), [H-].[Al+3].[Li+].[H-].[H-].[H-] (lithium aluminum hydride), [O-]S(=O)(=O)[O-].[Na+].[Na+] (Na2SO4). The solvent is C1CCOC1 (THF), O (Water), C1CCOC1 (THF). Product: C(C1=CC=CC=C1)OCCC1CCN(CC1)C=1C=NC=C(C1)OC[C@H]1N(CC1)C (3-[4-[2-(benzyloxy)ethyl]-1-piperidinyl]-5-[(1-methyl-2(S)-azetidinyl)methoxy]pyridine). The yield is 102.2%. Reaction SMILES: [H-].[Al+3].[Li+].[H-].[H-].[H-].[CH2:7]([O:14][CH2:15][CH2:16][CH:17]1[CH2:22][CH2:21][N:20]([C:23]2[CH:24]=[N:25][CH:26]=[C:27]([O:29][CH2:30][C@@H:31]3[CH2:34][CH2:33][N:32]3[C:35](OC(C)(C)C)=O)[CH:28]=2)[CH2:19][CH2:18]1)[C:8]1[CH:13]=[CH:12][CH:11]=[CH:10][CH:9]=1.[O-]S([O-])(=O)=O.[Na+].[Na+].CCOCC>C1COCC1.O>[CH2:7]([O:14][CH2:15][CH2:16][CH:17]1[CH2:18][CH2:19][N:20]([C:23]2[CH:24]=[N:25][CH:26]=[C:27]([O:29][CH2:30][C@@H:31]3[CH2:34][CH2:33][N:32]3[CH3:35])[CH:28]=2)[CH2:21][CH2:22]1)[C:8]1[CH:9]=[CH:10][CH:11]=[CH:12][CH:13]=1 |f:0.1.2.3.4.5,7.8.9|. Procedure details: To a suspension of lithium aluminum hydride (45 mg, 1.2 mmol, 5.0 equiv.) in THF (1.5 mL) was added a solution of 3-[4-[2-(benzyloxy)ethyl]-1-piperidinyl]-5-[[1-(tert-butoxycarbonyl)-2(S)-azetidinyl]methoxy]pyridine (115 mg, 0.24 mmol) in THF (0.5 mL). The mixture was refluxed for 1 h, then cooled to room temperature. To a flask containing 4-5 g of Na2SO4 was added with stirring 40-50 mL of Et2O followed by the cooled reaction mixture. Water was subsequently added dropwise to quench residual hyd...